This data is from the Open Reaction Database (ORD), a public repository of structured organic reaction records. The task is: describe an organic reaction: reactants, conditions, products, and yield The reactants are C(C)(C)N1C=C(C2=C1N=CN=C2N)C2=CC=C(C=C2)OC2=C(C=CC=C2)[N+](=O)[O-] (7-isopropyl-5-[4-(2-nitrophenoxy)phenyl]-7H-pyrrolo[2,3-d]-pyrimidin-4-ylamine), C(=O)[O-].[NH4+] (ammonium formate), C(=O)[O-].[NH4+] (ammonium formate). Reagents/catalysts: [Pd] (palladium on charcoal). Run in C(C)O (ethanol). Product: NC1=C(OC2=CC=C(C=C2)C2=CN(C=3N=CN=C(C32)N)C(C)C)C=CC=C1 (5-[4-(2-aminophenoxy)phenyl]-7-isopropyl-7H-pyrrolo[2,3-d]-pyrimidin-4-ylamine). Reaction SMILES: [CH:1]([N:4]1[C:8]2[N:9]=[CH:10][N:11]=[C:12]([NH2:13])[C:7]=2[C:6]([C:14]2[CH:19]=[CH:18][C:17]([O:20][C:21]3[CH:26]=[CH:25][CH:24]=[CH:23][C:22]=3[N+:27]([O-])=O)=[CH:16][CH:15]=2)=[CH:5]1)([CH3:3])[CH3:2].C([O-])=O.[NH4+]>[Pd].C(O)C>[NH2:27][C:22]1[CH:23]=[CH:24][CH:25]=[CH:26][C:21]=1[O:20][C:17]1[CH:16]=[CH:15][C:14]([C:6]2[C:7]3[C:12]([NH2:13])=[N:11][CH:10]=[N:9][C:8]=3[N:4]([CH:1]([CH3:3])[CH3:2])[CH:5]=2)=[CH:19][CH:18]=1 |f:1.2|. Reported procedure: A mixture of 7-isopropyl-5-[4-(2-nitrophenoxy)phenyl]-7H-pyrrolo[2,3-d]-pyrimidin-4-ylamine (0.15 g), ammonium formate (3 equivalents), 10% palladium on charcoal (15 mg) and ethanol (5 ml) was boiled under reflux under nitrogen for 2 hours. Further ammonium formate (100 mg) was added after one hour. The mixture was cooled and filtered through silica. The filter bed was washed with industrial methylated spirit (2×10 ml). The filtrate was evaporated and the residue was extracted with ethyl acetate...